describe an organic reaction: reactants, conditions, products, and yield From a dataset of the Open Reaction Database (ORD), a public repository of structured organic reaction records. Starting materials: ClC=1C=NC(=C(C(=O)OC)C1)N1CC(C1)OS(=O)(=O)C (methyl 5-chloro-2-(3-((methylsulfonyl)oxy)azetidin-1-yl)nicotinate), FC=1C=C(N)C=CC1 (3-Fluoroaniline). Product: ClC=1C=NC(=C(C(=O)O)C1)N1CC(C1)NC1=CC(=CC=C1)F (5-chloro-2-(3-((3-fluorophenyl)amino)azetidin-1-yl)nicotinic acid). The yield is 33.2%. Reaction SMILES: [Cl:1][C:2]1[CH:3]=[N:4][C:5]([N:12]2[CH2:15][CH:14](OS(C)(=O)=O)[CH2:13]2)=[C:6]([CH:11]=1)[C:7]([O:9]C)=[O:8].[F:21][C:22]1[CH:23]=[C:24]([CH:26]=[CH:27][CH:28]=1)[NH2:25]>>[Cl:1][C:2]1[CH:3]=[N:4][C:5]([N:12]2[CH2:15][CH:14]([NH:25][C:24]3[CH:26]=[CH:27][CH:28]=[C:22]([F:21])[CH:23]=3)[CH2:13]2)=[C:6]([CH:11]=1)[C:7]([OH:9])=[O:8]. Reported procedure: The title compound (D116) (40 mg) was prepared according to the experimental procedure described in Description 115 starting from methyl 5-chloro-2-(3-((methylsulfonyl)oxy)azetidin-1-yl)nicotinate (D63) (120 mg, 0.374 mmol) and 3-Fluoroaniline (0.036 ml, 0.374 mmole). Reactants: C(C)(=O)OCC (ethyl acetate), FC(C(=O)O)(F)F (trifluoroacetic acid), product, C1(CCCCC1)N=C=NC1CCCCC1 (dicyclohexylcarbodiimide), N1=CC=CC=C1 (pyridine), CS(=O)C (dimethyl sulphoxide). The solvent is C1=CC=CC=C1 (benzene). Conditions: time 21 hour. Product: O1CCSC2=C1C=CC=C2N2CCC(CC2)O (1-(2,3-dihydro[1,4]benzoxathiin-5-yl)piperid-4-ol). As a reaction SMILES: C1(N=[C:8]=[N:9][CH:10]2[CH2:15][CH2:14][CH2:13][CH2:12][CH2:11]2)CCCCC1.N1[CH:21]=[CH:20][CH:19]=[CH:18]C=1.C[S:23]([CH3:25])=O.FC(F)(F)[C:28](O)=[O:29].C(OCC)(=[O:35])C>C1C=CC=CC=1>[O:29]1[C:12]2[CH:13]=[CH:14][CH:15]=[C:10]([N:9]3[CH2:8][CH2:18][CH:19]([OH:35])[CH2:20][CH2:21]3)[C:11]=2[S:23][CH2:25][CH2:28]1. Reported procedure: 0.35 g of the product of Step 8, 0.87 g of dicyclohexylcarbodiimide, 0.16 ml of pyridine, 4 ml of dimethyl sulphoxide and 7.5 ml of benzene are mixed at 5° C. 0.1 ml of trifluoroacetic acid is added dropwise and the whole is stirred at room temperature for 21 hours. Dilution is carried out with ethyl acetate, and insoluble material is filtered off. The filtrate is washed with water, dried, evaporated and purified on a silica column to yield 0.28 g of the expected title product. Starting materials: COC(CCNC(=O)C=1SC(=CC1)C1(CC=CC1)COC1=CC(=C(C(=C1)C)C1=CC=C(C=C1)C(F)(F)F)C)=O (3-({5-[1-(2,6-dimethyl-4′-trifluoromethyl-biphenyl-4-yloxymethyl)-cyclopent-3-enyl]-thiophene-2-carbonyl}-amino)-propionic acid methyl ester). Reagents/catalysts: [Pd] (palladium on carbon). The solvent is CCO (EtOH). Run at time 50 minute. The product is COC(CCNC(=O)C=1SC(=CC1)C1(CCCC1)COC1=CC(=C(C(=C1)C)C1=CC=C(C=C1)C(F)(F)F)C)=O (3-({5-[1-(2,6-dimethyl-4′-trifluoromethyl-biphenyl-4-yloxymethyl)-cyclopentyl]-thiophene-2-carbonyl}-amino)-propionic acid methyl ester). Yield: 93.0%. As a reaction SMILES: [CH3:1][O:2][C:3](=[O:39])[CH2:4][CH2:5][NH:6][C:7]([C:9]1[S:10][C:11]([C:14]2([CH2:19][O:20][C:21]3[CH:26]=[C:25]([CH3:27])[C:24]([C:28]4[CH:33]=[CH:32][C:31]([C:34]([F:37])([F:36])[F:35])=[CH:30][CH:29]=4)=[C:23]([CH3:38])[CH:22]=3)[CH2:18][CH:17]=[CH:16][CH2:15]2)=[CH:12][CH:13]=1)=[O:8]>CCO.[Pd]>[CH3:1][O:2][C:3](=[O:39])[CH2:4][CH2:5][NH:6][C:7]([C:9]1[S:10][C:11]([C:14]2([CH2:19][O:20][C:21]3[CH:26]=[C:25]([CH3:27])[C:24]([C:28]4[CH:29]=[CH:30][C:31]([C:34]([F:37])([F:36])[F:35])=[CH:32][CH:33]=4)=[C:23]([CH3:38])[CH:22]=3)[CH2:18][CH2:17][CH2:16][CH2:15]2)=[CH:12][CH:13]=1)=[O:8]. Reported procedure: A solution of 3-({5-[1-(2,6-dimethyl-4′-trifluoromethyl-biphenyl-4-yloxymethyl)-cyclopent-3-enyl]-thiophene-2-carbonyl}-amino)-propionic acid methyl ester (0.0828 g, 0.148 mmol) in EtOH (2.0 mL) is treated with 10% palladium on carbon (16 mg), flushed with H2, and stirred under 1 atm pressure for 50 min. The mixture is then filtered through Celite® and concentrated. to provide 3-({5-[1-(2,6-dimethyl-4′-trifluoromethyl-biphenyl-4-yloxymethyl)-cyclopentyl]-thiophene-2-carbonyl}-amino)-propionic ac... The reactants are O=C(O)c1ccc(C(=O)Nc2ccc(Cl)c(-c3ccccn3)c2)c(Cl)c1, CC(O)CN. The product is CC(O)CNC(=O)c1ccc(C(=O)Nc2ccc(Cl)c(-c3ccccn3)c2)c(Cl)c1. Reaction SMILES: [Cl:1][c:2]1[cH:3][c:4]([C:5](=[O:6])[OH:7])[cH:8][cH:9][c:10]1[C:11]([NH:12][c:13]1[cH:14][c:15](-[c:20]2[n:21][cH:22][cH:23][cH:24][cH:25]2)[c:16]([Cl:19])[cH:17][cH:18]1)=[O:26].[NH2:27][CH2:28][CH:29]([CH3:30])[OH:31]>>[Cl:1][c:2]1[cH:3][c:4]([C:5](=[O:7])[NH:27][CH2:28][CH:29]([CH3:30])[OH:31])[cH:8][cH:9][c:10]1[C:11]([NH:12][c:13]1[cH:14][c:15](-[c:20]2[n:21][cH:22][cH:23][cH:24][cH:25]2)[c:16]([Cl:19])[cH:17][cH:18]1)=[O:26]. Reactants: O(C1=CC=CC=C1)C=1C=C(C=CC1)O (3-Phenoxyphenol), ClN1C(CCC1=O)=O (N-Chlorosuccinimide). The solvent is CC#N (MeCN), C(=O)(C(F)(F)F)O (TFA). Run at time 48 hour. Yields the product ClC1=C(C=C(C=C1)O)OC1=CC=CC=C1 (4-chloro-3-phenoxyphenol). Yield: 5.7%. As a reaction SMILES: [O:1]([C:8]1[CH:9]=[C:10]([OH:14])[CH:11]=[CH:12][CH:13]=1)[C:2]1[CH:7]=[CH:6][CH:5]=[CH:4][CH:3]=1.[Cl:15]N1C(=O)CCC1=O>CC#N.C(O)(C(F)(F)F)=O>[Cl:15][C:13]1[CH:12]=[CH:11][C:10]([OH:14])=[CH:9][C:8]=1[O:1][C:2]1[CH:3]=[CH:4][CH:5]=[CH:6][CH:7]=1. Reported procedure: 3-Phenoxyphenol (1.00 g, 5.4 mmol) was dissolved in MeCN (40 mL) and TFA (0.5 mL). N-Chlorosuccinimide (717 mg, 5.4 mmol) was added and the reaction stirred at ambient temperature for 48 h. Solvents were removed in vacuo to afford the crude product as an oil (2.15 g). 300 mg of this crude material was purified by HPLC to afford in order of elution 4-chloro-3-phenoxyphenol (68 mg, 0.31 mmol, 41%) M.S. (ESI) (m/z): 219,221 [M−H]−; and 6-chloro-3-phenoxyphenol (73 mg, 0.33 mmol, 44%) M.S. (ESI) (m/... Starting materials: COc1ccc(CC2CCC(CBr)CC2)cc1, CC(C)=O, [I-], [Na+]. The product is COc1ccc(CC2CCC(CI)CC2)cc1. As a reaction SMILES: [CH3:1][O:2][c:3]1[cH:4][cH:5][c:6]([CH2:7][CH:8]2[CH2:9][CH2:10][CH:11]([CH2:14][Br:15])[CH2:12][CH2:13]2)[cH:16][cH:17]1.[CH3:20][C:21](=[O:22])[CH3:23].[I-:19].[Na+:18]>>[CH3:1][O:2][c:3]1[cH:4][cH:5][c:6]([CH2:7][CH:8]2[CH2:9][CH2:10][CH:11]([CH2:14][I:19])[CH2:12][CH2:13]2)[cH:16][cH:17]1. The reactants are Cc1nnc(-c2ccc(-c3ccc(C(=O)N4CCc5cc6c(cc54)C4(CCNCC4)CO6)cc3)c(C)c2)o1, CN(C)CCCl, CCO, Cl, [Na+], [Na+], O=C([O-])[O-]. Product: Cc1nnc(-c2ccc(-c3ccc(C(=O)N4CCc5cc6c(cc54)C4(CCN(CCN(C)C)CC4)CO6)cc3)c(C)c2)o1. RXN SMILES: [CH3:1][c:2]1[c:3](-[c:14]2[cH:15][cH:16][c:17]([C:20](=[O:21])[N:22]3[CH2:23][CH2:24][c:25]4[cH:26][c:27]5[c:28]([cH:29][c:30]43)[C:31]3([CH2:32][O:33]5)[CH2:34][CH2:35][NH:36][CH2:37][CH2:38]3)[cH:18][cH:19]2)[cH:4][cH:5][c:6](-[c:8]2[o:9][c:10]([CH3:13])[n:11][n:12]2)[cH:7]1.[CH3:46][N:47]([CH2:48][CH2:49][Cl:50])[CH3:51].[CH3:52][CH2:53][OH:54].[ClH:45].[Na+:39].[Na+:40].[O-:41][C:42](=[O:43])[O-:44]>>[CH3:1][c:2]1[c:3](-[c:14]2[cH:15][cH:16][c:17]([C:20](=[O:21])[N:22]3[CH2:23][CH2:24][c:25]4[cH:26][c:27]5[c:28]([cH:29][c:30]43)[C:31]3([CH2:32][O:33]5)[CH2:34][CH2:35][N:36]([CH2:49][CH2:48][N:47]([CH3:46])[CH3:51])[CH2:37][CH2:38]3)[cH:18][cH:19]2)[cH:4][cH:5][c:6](-[c:8]2[o:9][c:10]([CH3:13])[n:11][n:12]2)[cH:7]1. Starting materials: [Mg] (magnesium), FeCl3, rust, BrC1=C(C=CC=C1)C(F)(F)F (1-bromo-2-(trifluoromethyl)benzene), BrC1CCCC1 (bromocyclopentane), CN(C)CCN(C)C (TMEDA). Run in C1CCOC1 (THF), C1CCOC1 (THF), CCCCCC (hexane), CCCCCC (hexane). Run at time 8 hour. Yields the product C1(CCCC1)C1=C(C=CC=C1)C(F)(F)F (1-Cyclopentyl-2-(trifluoromethyl)benzene). As a reaction SMILES: [Mg].CN(CCN(C)C)C.Br[C:11]1[CH:16]=[CH:15][CH:14]=[CH:13][C:12]=1[C:17]([F:20])([F:19])[F:18].Br[CH:22]1[CH2:26][CH2:25][CH2:24][CH2:23]1>C1COCC1.CCCCCC>[CH:22]1([C:11]2[CH:16]=[CH:15][CH:14]=[CH:13][C:12]=2[C:17]([F:20])([F:19])[F:18])[CH2:26][CH2:25][CH2:24][CH2:23]1. Procedure: To a 10 L jacketed reactor was added dry THF (2.4 L) and magnesium turnings (81.0 g, 3.33 mol, 1.5 eq.) under N2. In a separate flask FeCl3 (36 g, 0.22 mol, 0.1 eq.) was dissolved in THF (150 mL) (caution, exothermic) under N2. This dark brown solution was allowed to cool to ambient temperature and then added over 10 min to the reactor content under N2 at an internal temperature of about 10° C. TMEDA (402 mL) was added to this yellow/green mixture keeping the internal temperature below about 20°... The reactants are O=C(O)c1ccccc1F, O=S(Cl)Cl, c1ccccc1. The product is O=C(Cl)c1ccccc1F. RXN SMILES: [OH:1][C:2](=[O:3])[c:4]1[cH:5][cH:6][cH:7][cH:8][c:9]1[F:10].[S:11]([Cl:12])([Cl:13])=[O:14].[cH:15]1[cH:16][cH:17][cH:18][cH:19][cH:20]1>>[O:1]=[C:2]([c:4]1[cH:5][cH:6][cH:7][cH:8][c:9]1[F:10])[Cl:13]. Product: O=CCCc1sc(-c2ccccc2)nc1C(=O)Nc1ccccc1-c1nc2cccnc2s1. RXN SMILES: [C:42]([OH:43])(=[O:44])[CH3:45].[CH2:37]1[O:38][CH2:39][CH2:40][CH2:41]1.[O:1]1[CH:2]([CH2:6][CH2:7][c:8]2[c:9]([C:19](=[O:20])[NH:21][c:22]3[c:23](-[c:28]4[s:29][c:30]5[n:31][cH:32][cH:33][cH:34][c:35]5[n:36]4)[cH:24][cH:25][cH:26][cH:27]3)[n:10][c:11](-[c:13]3[cH:14][cH:15][cH:16][cH:17][cH:18]3)[s:12]2)[O:5][CH2:4][CH2:3]1.[OH2:46]>>[O:1]=[CH:2][CH2:6][CH2:7][c:8]1[c:9]([C:19](=[O:20])[NH:21][c:22]2[c:23](-[c:28]3[s:29][c:30]4[n:31][cH:32][cH:33][cH:34][c:35]4[n:36]3)[cH:24][cH:25][cH:26][cH:27]2)[n:10][c:11](-[c:13]2[cH:14][cH:15][cH:16][cH:17][cH:18]2)[s:12]1. Starting materials: CC(=O)O, C1CCOC1, O=C(Nc1ccccc1-c1nc2cccnc2s1)c1nc(-c2ccccc2)sc1CCC1OCCO1, O.